This data is from the Open Reaction Database (ORD), a public repository of structured organic reaction records. The task is: describe an organic reaction: reactants, conditions, products, and yield Starting materials: C(C(C)C)(=O)OC(C)OC(=O)NCC1(CCCCC1)CC(=O)OCC1=CC=CC=C1 (Benzyl 1-{[(α-Isobutanoyloxyethoxy)carbonyl]aminomethyl}-1-Cyclohexane Acetate), [H][H] (hydrogen). Reagents/catalysts: [Pd] (Pd—C). Solvent: C(C)(=O)OCC (ethyl acetate). The product is C(C(C)C)(=O)OC(C)OC(=O)NCC1(CCCCC1)CC(=O)O (1-{[(α-Isobutanoyloxyethoxy)carbonyl]aminomethyl}-1-Cyclohexane Acetic Acid), solid. RXN SMILES: [C:1]([O:6][CH:7]([O:9][C:10]([NH:12][CH2:13][C:14]1([CH2:20][C:21]([O:23]CC2C=CC=CC=2)=[O:22])[CH2:19][CH2:18][CH2:17][CH2:16][CH2:15]1)=[O:11])[CH3:8])(=[O:5])[CH:2]([CH3:4])[CH3:3].[H][H]>C(OCC)(=O)C.[Pd]>[C:1]([O:6][CH:7]([O:9][C:10]([NH:12][CH2:13][C:14]1([CH2:20][C:21]([OH:23])=[O:22])[CH2:19][CH2:18][CH2:17][CH2:16][CH2:15]1)=[O:11])[CH3:8])(=[O:5])[CH:2]([CH3:4])[CH3:3]. Procedure: Compound (10) (113 g) was dissolved in ethyl acetate (700 mL) and 10 g of 10% Pd—C was added. The reaction mixture was subjected to 50 psi of hydrogen gas in a Parr reactor for 40 min. Filtration through a sintered glass funnel and a hydrophobic membrane filtration cartridge (Millipore Opticap) removed the catalyst. The supernatant was concentrated to afford the product (11) as a white, crystalline solid (78 g, quantitative yield). Crystals formed in the freezer, then at room temperature over se... The reactants are C[Si](C)(C)[N-][Si](C)(C)C.[Na+] (sodium bis(trimethylsilyl)amide), ClC1=NC=NC2=CC(=C(C=C12)OC)OCCCN1CCOCC1 (4-chloro-6-methoxy-7-(3-morpholin-4-ylpropoxy)quinazoline), ClC1=C(C2=C(OCO2)C(=C1)I)N (5-chloro-7-iodo-1,3-benzodioxol-4-amine). Solvent: CN(C)C=O (DMF). Yields the product ClC1=C(C2=C(OCO2)C(=C1)I)NC1=NC=NC2=CC(=C(C=C12)OC)OCCCN1CCOCC1 (N-(5-chloro-7-iodo-1,3-benzodioxol-4-yl)-6-methoxy-7-(3-morpholin-4ylpropoxy)quinazolin-4-amine), solid. Isolated yield 97.0%. RXN SMILES: Cl[C:2]1[C:11]2[C:6](=[CH:7][C:8]([O:14][CH2:15][CH2:16][CH2:17][N:18]3[CH2:23][CH2:22][O:21][CH2:20][CH2:19]3)=[C:9]([O:12][CH3:13])[CH:10]=2)[N:5]=[CH:4][N:3]=1.[Cl:24][C:25]1[CH:33]=[C:32]([I:34])[C:28]2[O:29][CH2:30][O:31][C:27]=2[C:26]=1[NH2:35].C[Si]([N-][Si](C)(C)C)(C)C.[Na+]>CN(C=O)C>[Cl:24][C:25]1[CH:33]=[C:32]([I:34])[C:28]2[O:29][CH2:30][O:31][C:27]=2[C:26]=1[NH:35][C:2]1[C:11]2[C:6](=[CH:7][C:8]([O:14][CH2:15][CH2:16][CH2:17][N:18]3[CH2:23][CH2:22][O:21][CH2:20][CH2:19]3)=[C:9]([O:12][CH3:13])[CH:10]=2)[N:5]=[CH:4][N:3]=1 |f:2.3|. Procedure details: N-(5-chloro-7-iodo-1,3-benzodioxol-4-yl)-6-methoxy-7-(3-morpholin-4ylpropoxy)quinazolin-4-amine was prepared using the method described in example 4 using 4-chloro-6-methoxy-7-(3-morpholin-4-ylpropoxy)quinazoline (1.0 g, 2.96 mmol), 5-chloro-7-iodo-1,3-benzodioxol-4-amine (0.97 g, 3.26 mmol) and sodium bis(trimethylsilyl)amide (1.0M in THF, 6.2 ml) in DMF (15 ml). The crude product was obtained as a pale bown solid (1.71 g, 97%) by quenching the reaction mixture with dilute aqueous ammonium chlo... Starting materials: BrC1=C(C=C(C(=C1)OCCOCCOCCOC)OCCCCCCCCCCCC)Br (1,2-dibromo-4-dodecyloxy-5-(1,4,7,10-tetraoxaundecyl)benzene), [Cu]C#N (copper (I) cyanide), CN(C)C=O (DMF), N (ammonia). Reaction conditions: temperature 150 celsius, time 48 hour. Product: C(CCCCCCCCCCC)OC=1C=C(C(C#N)=CC1OCCOCCOCCOC)C#N (4-dodecyloxy-5-(1,4,7,10-tetraoxaundecyl)-phthalonitrile). Reaction SMILES: Br[C:2]1[CH:7]=[C:6]([O:8][CH2:9][CH2:10][O:11][CH2:12][CH2:13][O:14][CH2:15][CH2:16][O:17][CH3:18])[C:5]([O:19][CH2:20][CH2:21][CH2:22][CH2:23][CH2:24][CH2:25][CH2:26][CH2:27][CH2:28][CH2:29][CH2:30][CH3:31])=[CH:4][C:3]=1Br.[Cu][C:34]#[N:35].N.[CH3:37][N:38](C=O)C>>[CH2:20]([O:19][C:5]1[CH:4]=[C:3]([C:34]#[N:35])[C:2](=[CH:7][C:6]=1[O:8][CH2:9][CH2:10][O:11][CH2:12][CH2:13][O:14][CH2:15][CH2:16][O:17][CH3:18])[C:37]#[N:38])[CH2:21][CH2:22][CH2:23][CH2:24][CH2:25][CH2:26][CH2:27][CH2:28][CH2:29][CH2:30][CH3:31]. Procedure details: A mixture of 1,2-dibromo-4-dodecyloxy-5-(1,4,7,10-tetraoxaundecyl)benzene (4.5 g, 7.7 mmole) and copper (I) cyanide (2.1 g, 23 mmoles) in anhydrous DMF (50 ml) was heated and stirred at 150° C. for 48 h under a nitrogen atmosphere. The mixture was carefully poured into rapidly stirred concentrated aqueous ammonia solution (300 ml). After 1 h, the precipitate was filtered and washed with ammonia solution (50 ml) and water (200 ml). The resultant solid was dried and then passed down a silica colum... The reactants are FC(=CCCCCCCCCC=C)F (1,1-difluorododec-1,11-diene), peroxide, peroxide, [OH-].[Na+] (sodium hydroxide), OO (hydrogen peroxide), O (water). Solvent: C(Cl)Cl (methylene chloride). Reaction conditions: temperature 20 celsius, time 60 hour. The product is FC(=CCCCCCCCCCCO)F (12,12-difluoro-11-dodecenol). RXN SMILES: [F:1][C:2]([F:14])=[CH:3][CH2:4][CH2:5][CH2:6][CH2:7][CH2:8][CH2:9][CH2:10][CH2:11][CH:12]=[CH2:13].[OH-:15].[Na+].OO.O>C(Cl)Cl>[F:1][C:2]([F:14])=[CH:3][CH2:4][CH2:5][CH2:6][CH2:7][CH2:8][CH2:9][CH2:10][CH2:11][CH2:12][CH2:13][OH:15] |f:1.2|. Procedure details: With stirring, 14.5 grams (0.072 mole) of 1,1-difluorododec-1,11-diene was cooled to 0° C., and 25 ml (0.025 mole--1M in tetrahydrofuran) of borane·tetrahydrofuran complex was added dropwise. Upon completion of addition the reaction mixture was stirred for 30 minutes during which time the reaction mixture temperature was at 8°-12° C. After this time 25 ml of aqueous 3N sodium hydroxide was added dropwise. This was followed by 30 ml of aqueous 30% hydrogen peroxide. During the initial peroxide ad... Starting materials: N[C@@H]([C@H](CN(CC(F)(F)F)CCCC1=CC=C(C=C1)F)O)C ((2S,3R)-3-amino-1-[[3-(4-fluorophenyl)propyl](2,2,2-trifluoroethyl)amino]butan-2-ol), CN1N=NN=C1C=1C=C(C=CC1)NC(OC1=CC=CC=C1)=O (phenyl 3-(1-methyl-1H-tetraazol-5-yl)phenylcarbamate). Run in C(C)#N (acetonitrile). Product: FC1=CC=C(C=C1)CCCN(C[C@@H]([C@@H](C)NC(=O)NC1=CC(=CC=C1)C1=NN=NN1C)O)CC(F)(F)F (N-{(1R,2S)-3-[[3-(4-fluorophenyl)propyl](2,2,2-trifluoroethyl)amino]-2-hydroxy-1-methylpropyl}-N′-[3-(1-methyl-1H-tetrazol-5-yl)phenyl]urea). Yield: 6.7%. RXN SMILES: [NH2:1][C@H:2]([CH3:22])[C@@H:3]([OH:21])[CH2:4][N:5]([CH2:11][CH2:12][CH2:13][C:14]1[CH:19]=[CH:18][C:17]([F:20])=[CH:16][CH:15]=1)[CH2:6][C:7]([F:10])([F:9])[F:8].[CH3:23][N:24]1[C:28]([C:29]2[CH:30]=[C:31]([NH:35][C:36](=O)[O:37]C3C=CC=CC=3)[CH:32]=[CH:33][CH:34]=2)=[N:27][N:26]=[N:25]1>C(#N)C>[F:20][C:17]1[CH:16]=[CH:15][C:14]([CH2:13][CH2:12][CH2:11][N:5]([CH2:6][C:7]([F:8])([F:9])[F:10])[CH2:4][C@H:3]([OH:21])[C@H:2]([NH:1][C:36]([NH:35][C:31]2[CH:32]=[CH:33][CH:34]=[C:29]([C:28]3[N:24]([CH3:23])[N:25]=[N:26][N:27]=3)[CH:30]=2)=[O:37])[CH3:22])=[CH:19][CH:18]=1. Reported procedure: The product of Step e (192 mg, 0.60 mmol, 1 eq.), phenyl 3-(1-methyl-1H-tetraazol-5-yl)phenylcarbamate (176 mg, 0.60 mmol, 1 eq.) and acetonitrile (4 mL) were mixed at 25° C. under N2 overnight. Worked up by stripping off the solvents then purifying the residue over silica gel in 9:1 Hexanes/EtOAc to 100% EtOAc. Obtained 21 mg of a viscous oil. NMR (300 MHz, CDCl3) δ 8.35-8.20 (M, 1H); 7.79 (s, 1H); 7.70 (d, 1H, J=7 Hz); 7.45-7.20 (m, 2H); 7.10 (t, 2H, J=7 Hz); 6.93 (t, 2H, J=7 Hz); 6.20-5.80 (m... The reactants are O=C([O-])[O-], CN(C)C=O, FC(F)CCl, [K+], [K+], O=C1NC(=O)c2ccccc21. The product is O=C1c2ccccc2C(=O)N1CC(F)F. Reaction SMILES: [C:17](=[O:18])([O-:19])[O-:20].[CH3:23][N:24]([CH3:25])[CH:26]=[O:27].[F:1][CH:2]([CH2:3][Cl:4])[F:5].[K+:21].[K+:22].[O:6]=[C:7]1[NH:8][C:9](=[O:10])[c:11]2[cH:12][cH:13][cH:14][cH:15][c:16]21>>[F:1][CH:2]([CH2:3][N:8]1[C:7](=[O:6])[c:16]2[c:11]([cH:12][cH:13][cH:14][cH:15]2)[C:9]1=[O:10])[F:5]. Starting materials: CC(=O)c1cc([N+](=O)[O-])ccc1Cl, [Fe]. Product: CC(=O)c1cc(N)ccc1Cl. As a reaction SMILES: [Cl:1][c:2]1[c:3]([C:11]([CH3:12])=[O:13])[cH:4][c:5]([N+:8]([O-:9])=[O:10])[cH:6][cH:7]1.[Fe:14]>>[Cl:1][c:2]1[c:3]([C:11]([CH3:12])=[O:13])[cH:4][c:5]([NH2:8])[cH:6][cH:7]1.